This data is from the Open Reaction Database (ORD), a public repository of structured organic reaction records. The task is: describe an organic reaction: reactants, conditions, products, and yield RXN SMILES: [O:1]=[C:2]1[CH2:7][CH2:6][CH:5]([C:8]2[CH:13]=[CH:12][CH:11]=[CH:10][CH:9]=2)[CH2:4][CH:3]1CCC(O)=O.F>>[C:5]12([CH2:4][CH2:3][C:2](=[O:1])[CH2:7][CH2:6]1)[C:8]1[C:9](=[CH:10][CH:11]=[CH:12][CH:13]=1)[C:2](=[O:1])[CH2:3][CH2:4]2. Starting materials: O=C1C(CC(CC1)C1=CC=CC=C1)CCC(=O)O (4-oxo-1-phenylcyclohexane 3-propionic acid), F (hydrogen fluoride). Procedure: A 4-oxo-1-phenylcyclohexane-3-propionic acid (i) prepared in step (6) or (6') is cyclized, e.g., by allowing it to stand at room temperature for from about 15 to about 80 hours with liquid hydrogen fluoride, to yield a corresponding spiro[cyclohexane-1,1'(2'H)-naphthalene]-4,4'(3'H)-dione (o). The product is C12(CCC(C3=CC=CC=C13)=O)CCC(CC2)=O (spiro[cyclohexane-1,1'(2'H)-naphthalene]-4,4'(3'H)-dione). RXN SMILES: [N:1]([C:4]1[CH:5]=[C:6]([CH:19]=[C:20]([N:22]([S:26]([CH3:29])(=[O:28])=[O:27])[CH2:23][CH2:24][CH3:25])[CH:21]=1)[C:7]([NH:9][C@@H:10]([C:12]1[CH:17]=[CH:16][C:15]([F:18])=[CH:14][CH:13]=1)[CH3:11])=[O:8])=[N+:2]=[N-:3].O.O=[C:32]1O[C@H:37]([C@H](CO)O)[C:35]([O-])=[C:33]1[OH:34].[Na+]>CC(O)(C)C.O.S([O-])([O-])(=O)=O.[Cu+2]>[C:33]([C:35]1[N:3]=[N:2][N:1]([C:4]2[CH:5]=[C:6]([CH:19]=[C:20]([N:22]([S:26]([CH3:29])(=[O:27])=[O:28])[CH2:23][CH2:24][CH3:25])[CH:21]=2)[C:7]([NH:9][C@@H:10]([C:12]2[CH:17]=[CH:16][C:15]([F:18])=[CH:14][CH:13]=2)[CH3:11])=[O:8])[CH:37]=1)(=[O:34])[CH3:32] |f:2.3,5.6.7|. Isolated yield 1025.5%. Run in CC(C)(C)O (t-BuOH). Reaction conditions: time 24 hour. The product is C(C)(=O)C=1N=NN(C1)C=1C=C(C(=O)N[C@H](C)C2=CC=C(C=C2)F)C=C(C1)N(CCC)S(=O)(=O)C (3-(4-acetyl-1H-1,2,3-triazol-1-yl)-N-[(1R)-1-(4-fluorophenyl)ethyl]-5-[(methylsulfonyl) (propyl)amino]benzamide). Reported procedure: To a solution of 0.15 g (0.36 mmol) 3-azido-N-[(1R)-1-(4-fluorophenyl)ethyl]-5-[(methylsulfonyl)(propyl)amino]benzamide in 2 mL t-BuOH was added 1 mL water and 0.004 g (0.018 mmol) copper(II) sulfate hydrate and 0.007 g (0.036 mmol) sodium ascorbate. The heterogeneous reaction mixture was stirred at rt for 24 h, then diluted w. 75 mL EtOAc, washed with 50 mL water, 50 mL brine, dried over MgSO4, filtered, and concentrated. Purification by automated flash chromatography (40 g silica gel cartridge... Starting materials: N(=[N+]=[N-])C=1C=C(C(=O)N[C@H](C)C2=CC=C(C=C2)F)C=C(C1)N(CCC)S(=O)(=O)C (3-azido-N-[(1R)-1-(4-fluorophenyl)ethyl]-5-[(methylsulfonyl)(propyl)amino]benzamide), O (water), O=C1C(O)=C([O-])[C@H](O1)[C@@H](O)CO.[Na+] (sodium ascorbate). Reagents/catalysts: O.S(=O)(=O)([O-])[O-].[Cu+2] (copper(II) sulfate hydrate). Starting materials: C(C1=CC=CC=C1)OC1=CC=C(C=C1)O (4-benzyloxyphenol), C[C@@H](CCCCCC)Cl ((s)-2-octylchloride), C1(=CC=CC=C1)P(C1=CC=CC=C1)C1=CC=CC=C1 (triphenyl phosphine), N(=NC(=O)OCC)C(=O)OCC (diethyl azodicarboxylate). Run in ClCCl (dichloromethane). Conditions: time 1 hour. Product: C(C1=CC=CC=C1)OC1=CC=C(C=C1)O[C@H](CCCCCC)C ((s)-1-benzyloxy-4-[(1-methylheptyl)oxy]benzene). The yield is 83.0%. Reaction SMILES: [CH2:1]([O:8][C:9]1[CH:14]=[CH:13][C:12]([OH:15])=[CH:11][CH:10]=1)[C:2]1[CH:7]=[CH:6][CH:5]=[CH:4][CH:3]=1.C1(P(C2C=CC=CC=2)C2C=CC=CC=2)C=CC=CC=1.N(C(OCC)=O)=NC(OCC)=O.[CH3:47][C@H:48](Cl)[CH2:49][CH2:50][CH2:51][CH2:52][CH2:53][CH3:54]>ClCCl>[CH2:1]([O:8][C:9]1[CH:10]=[CH:11][C:12]([O:15][C@@H:48]([CH3:47])[CH2:49][CH2:50][CH2:51][CH2:52][CH2:53][CH3:54])=[CH:13][CH:14]=1)[C:2]1[CH:3]=[CH:4][CH:5]=[CH:6][CH:7]=1. Procedure: Putting 4-benzyloxyphenol (5 g) and triphenyl phosphine (23.58 g) into a two-neck bottle (500 mL), and then vacuuming for 1 hour. Under the protection of nitrogen, adding dichloromethane (150 mL) followed by stirring to dissolve. Adding diethyl azodicarboxylate (22.73 g) into the bottle on ice bath followed by stirring. Adding (s)-2-octylchloride (13.36 g), reacting 24 hours under room temperature. Extracting by water and dichloromethane, drying with anhydrous magnesium sulfate, removing the sol...